Dataset: the Open Reaction Database (ORD), a public repository of structured organic reaction records. Task: describe an organic reaction: reactants, conditions, products, and yield Starting materials: C1CCOC1, CCOC(C)=O, CCCCCC, Nc1ccc(CCN2CCCC2)cc1, Cc1nocc1C(=O)Nc1cccc(C(=O)c2ccc3c(c2)NC(=O)C3=CO)c1. Product: Cc1nocc1C(=O)Nc1cccc(C(=O)c2ccc3c(c2)NC(=O)C3=CNc2ccc(CCN3CCCC3)cc2)c1. Reaction SMILES: [CH2:30]1[O:31][CH2:32][CH2:33][CH2:34]1.[CH3:49][CH2:50][O:51][C:52]([CH3:53])=[O:54].[CH3:55][CH2:56][CH2:57][CH2:58][CH2:59][CH3:60].[N:35]1([CH2:40][CH2:41][c:42]2[cH:43][cH:44][c:45]([NH2:48])[cH:46][cH:47]2)[CH2:36][CH2:37][CH2:38][CH2:39]1.[OH:1][CH:2]=[C:3]1[C:4](=[O:29])[NH:5][c:6]2[cH:7][c:8]([C:12](=[O:13])[c:14]3[cH:15][c:16]([NH:20][C:21](=[O:22])[c:23]4[c:24]([CH3:28])[n:25][o:26][cH:27]4)[cH:17][cH:18][cH:19]3)[cH:9][cH:10][c:11]21>>[CH:2](=[C:3]1[C:4](=[O:29])[NH:5][c:6]2[cH:7][c:8]([C:12](=[O:13])[c:14]3[cH:15][c:16]([NH:20][C:21](=[O:22])[c:23]4[c:24]([CH3:28])[n:25][o:26][cH:27]4)[cH:17][cH:18][cH:19]3)[cH:9][cH:10][c:11]21)[NH:48][c:45]1[cH:44][cH:43][c:42]([CH2:41][CH2:40][N:35]2[CH2:36][CH2:37][CH2:38][CH2:39]2)[cH:47][cH:46]1. RXN SMILES: [CH3:1][N:2]([S:15]([C:18]1[CH:23]=[CH:22][C:21]([C:24]([F:27])([F:26])[F:25])=[CH:20][CH:19]=1)(=[O:17])=[O:16])[C@H:3]1[CH2:8][CH2:7][C@H:6]([O:9][CH2:10][CH2:11][C:12]([OH:14])=O)[CH2:5][CH2:4]1.[CH3:28][N:29]([CH3:34])[CH2:30][CH2:31][NH:32][CH3:33].CN1CCOCC1.CCN=C=NCCCN(C)C.C1C=CC2N(O)N=NC=2C=1>C(Cl)Cl>[CH3:28][N:29]([CH3:34])[CH2:30][CH2:31][N:32]([CH3:33])[C:12](=[O:14])[CH2:11][CH2:10][O:9][C@H:6]1[CH2:7][CH2:8][C@H:3]([N:2]([CH3:1])[S:15]([C:18]2[CH:23]=[CH:22][C:21]([C:24]([F:26])([F:27])[F:25])=[CH:20][CH:19]=2)(=[O:16])=[O:17])[CH2:4][CH2:5]1. The product is CN(CCN(C(CCO[C@@H]1CC[C@H](CC1)N(S(=O)(=O)C1=CC=C(C=C1)C(F)(F)F)C)=O)C)C (trans-N-(2-dimethylamino-ethyl)-N-methyl-3-{4-[methyl-(4-trifluoromethyl-benzenesulfonyl)-amino]-cyclohexyloxy}-propionamide). Run in C(Cl)Cl (CH2Cl2). Reaction conditions: temperature 0 celsius, time 2 day. Starting materials: CN([C@@H]1CC[C@H](CC1)OCCC(=O)O)S(=O)(=O)C1=CC=C(C=C1)C(F)(F)F (trans-3-{4-[methyl-(4-trifluoromethyl-benzenesulfonyl)-amino]-cyclohexyloxy}-propionic acid), CN(CCNC)C (N,N,N′-trimethylethylenediamine), CN1CCOCC1 (NMM), CCN=C=NCCCN(C)C (EDCI), C=1C=CC2=C(C1)N=NN2O (HOBT). The yield is 82.4%. Reported procedure: 120 mg (0.29 mmol) of trans-3-{4-[methyl-(4-trifluoromethyl-benzenesulfonyl)-amino]-cyclohexyloxy}-propionic acid in 3 mL of CH2Cl2 were treated with 0.057 mL (0.44 mmol, 1.5 eq) of N,N,N′-trimethylethylenediamine and 0.48 mL (0.36 mmol, 1.5 eq) of NMM. The solution was cooled to 0° C. and 73.0 mg (0.38 mmol, 1.3 eq) of EDCI and 9 mg (0.06 mmol, 0.2 eq) of HOBT were added. The mixture was stirred at RT for 2 days, partitioned between CH2Cl2 and a saturated aqueous solution of NaHCO3. The organic... Yields the product Cc1nc2c(s1)C(=O)C=C(NCCN1CCOCC1)C2=O. RXN SMILES: [CH3:10][O:11][C:12]1=[CH:13][C:14](=[O:23])[c:15]2[c:16]([n:17][c:18]([CH3:20])[s:19]2)[C:21]1=[O:22].[CH3:24][CH2:25][OH:26].[NH2:1][CH2:2][CH2:3][N:4]1[CH2:5][CH2:6][O:7][CH2:8][CH2:9]1>>[NH:1]([CH2:2][CH2:3][N:4]1[CH2:5][CH2:6][O:7][CH2:8][CH2:9]1)[C:12]1=[CH:13][C:14](=[O:23])[c:15]2[c:16]([n:17][c:18]([CH3:20])[s:19]2)[C:21]1=[O:22]. The reactants are COC1=CC(=O)c2sc(C)nc2C1=O, CCO, NCCN1CCOCC1. The reactants are CC#N, N#Cc1ccc2c(cc(CO)n2CC(F)(F)F)c1Cl, O=[Mn]=O. Product: N#Cc1ccc2c(cc(C=O)n2CC(F)(F)F)c1Cl. Reaction SMILES: [CH3:20][C:21]#[N:22].[Cl:1][c:2]1[c:3]2[cH:4][c:5]([CH2:18][OH:19])[n:6]([CH2:13][C:14]([F:15])([F:16])[F:17])[c:7]2[cH:8][cH:9][c:10]1[C:11]#[N:12].[O:23]=[Mn:24]=[O:25]>>[Cl:1][c:2]1[c:3]2[cH:4][c:5]([CH:18]=[O:19])[n:6]([CH2:13][C:14]([F:15])([F:16])[F:17])[c:7]2[cH:8][cH:9][c:10]1[C:11]#[N:12]. The reactants are C(\C=C\C1=CC=CC=C1)(=O)O (trans-cinnamic acid), Br (HBr), [N+](=O)([O-])C1=CC=C(N)C=C1 (p-nitroaniline). The solvent is CC(CC)=O (2-butanone). Run at time 18 hour. Yields the product [N+](=O)([O-])C1=CC=C(C=C1)NC(CC(=O)O)C1=CC=CC=C1 (3-(4-Nitrophenyl)amino-3-phenylpropionic acid). Isolated yield 21.0%. RXN SMILES: [C:1]([OH:11])(=[O:10])/[CH:2]=[CH:3]/[C:4]1[CH:9]=[CH:8][CH:7]=[CH:6][CH:5]=1.Br.[N+:13]([C:16]1[CH:22]=[CH:21][C:19]([NH2:20])=[CH:18][CH:17]=1)([O-:15])=[O:14]>CC(=O)CC>[N+:13]([C:16]1[CH:22]=[CH:21][C:19]([NH:20][CH:3]([C:4]2[CH:5]=[CH:6][CH:7]=[CH:8][CH:9]=2)[CH2:2][C:1]([OH:11])=[O:10])=[CH:18][CH:17]=1)([O-:15])=[O:14]. Procedure details: A mixture of trans-cinnamic acid (2 g, 13 mmol) and HBr (30% solution in AcOH, 40 mL) was stirred at room temperature for 18 h and then evaporated to dryness. The resulting solid was taken upin 2-butanone (100 mL) and p-nitroaniline (5 g, 36 mmol) was added. The reaction mixture was refluxed for 18 h, allowed to cool and partitioned between CHCl3 and 1N HCl. The organic phase was dried and concentrated to a residue. This was purified by chromatography on silica gel (hexane: EtOAc, 50%), to affor...